Dataset: the Open Reaction Database (ORD), a public repository of structured organic reaction records. Task: describe an organic reaction: reactants, conditions, products, and yield Starting materials: NC1=NC=CC=C1 (amino-pyridine), aldehyde, N1N=NC2=C1C=CC=C2 (benzotriazole), [C-]#N.[K+] (potassium cyanide), C(C)(=O)Cl (acetyl chloride), aldehyde, N1N=NC2=C1C=CC=C2 (benzotriazole). The solvent is C1(=CC=CC=C1)C (toluene), CCO (EtOH), CCO (EtOH). Conditions: time 8 hour. Yields the product N=1C=C(N2C1C=CC=C2)N (imidazo[1,2-a]pyridin-3-ylamine), hydrochloride salt. As a reaction SMILES: [NH2:1][C:2]1[CH:7]=[CH:6][CH:5]=[CH:4][N:3]=1.[NH:8]1[C:12]2C=CC=C[C:11]=2N=N1.[C-]#N.[K+].C(Cl)(=O)C>C1(C)C=CC=CC=1.CCO>[N:1]1[CH:11]=[C:12]([NH2:8])[N:3]2[CH:4]=[CH:5][CH:6]=[CH:7][C:2]=12 |f:2.3|. Procedure details: To a suspension of amino-pyridine derivative Gen-1 (1 eq.) in toluene are added the aldehyde RzCHO (1 eq.) and benzotriazole (1 eq.). The mixture is stirred at r.t. overnight. Additional aldehyde reagent (0.06 eq.) and benzotriazole (0.06 eq.) are added. After 4 h stirring, potassium cyanide (1.2 eq.) is added, followed by EtOH. The reaction mixture is stirred at r.t. for 5 days. The crude product mixture is then quenched with a 3 M NaOH solution. Solvents are evaporated carefully in vacuo. The ... Starting materials: CC(=O)O, O=N[O-], CCn1c(N)cc(=O)[nH]c1=O, [Na+], O. Product: CCn1c(N)c(N=O)c(=O)[nH]c1=O. Reaction SMILES: [C:17]([OH:18])(=[O:19])[CH3:20].[N:12](=[O:13])[O-:14].[NH2:1][c:2]1[cH:3][c:4](=[O:11])[nH:5][c:6](=[O:10])[n:7]1[CH2:8][CH3:9].[Na+:15].[OH2:16]>>[NH2:1][c:2]1[c:3]([N:12]=[O:13])[c:4](=[O:11])[nH:5][c:6](=[O:10])[n:7]1[CH2:8][CH3:9]. The reactants are Cc1cc(C2=NOC(c3cc(Cl)c(Cl)c(Cl)c3)(C(F)(F)F)C2)oc1CO, ClCCl, O=[Mn]=O. The product is Cc1cc(C2=NOC(c3cc(Cl)c(Cl)c(Cl)c3)(C(F)(F)F)C2)oc1C=O. RXN SMILES: [CH3:1][c:2]1[c:3]([CH2:25][OH:26])[o:4][c:5]([C:7]2=[N:8][O:9][C:10]([C:12]([F:13])([F:14])[F:15])([c:16]3[cH:17][c:18]([Cl:24])[c:19]([Cl:23])[c:20]([Cl:22])[cH:21]3)[CH2:11]2)[cH:6]1.[Cl:27][CH2:28][Cl:29].[O:30]=[Mn:31]=[O:32]>>[CH3:1][c:2]1[c:3]([CH:25]=[O:26])[o:4][c:5]([C:7]2=[N:8][O:9][C:10]([C:12]([F:13])([F:14])[F:15])([c:16]3[cH:17][c:18]([Cl:24])[c:19]([Cl:23])[c:20]([Cl:22])[cH:21]3)[CH2:11]2)[cH:6]1. Reactants: C(C1=CC=CC=C1)N1CCN(CC(C1)([N+](=O)[O-])CO)C (1-benzyl-6-hydroxymethyl-4-methyl-6-nitrohexahydro-1H-1,4-diazepine), CC(C)([O-])C.[K+] (potassium tert-butoxide). Solvent: CO (methanol). Reaction conditions: temperature 40 celsius. Product: C(C1=CC=CC=C1)N1CCN(CC(C1)[N+](=O)[O-])C (1-benzyl-4-methyl-6-nitrohexahydro-1H-1,4-diazepine). RXN SMILES: [CH2:1]([N:8]1[CH2:14][C:13](CO)([N+:15]([O-:17])=[O:16])[CH2:12][N:11]([CH3:20])[CH2:10][CH2:9]1)[C:2]1[CH:7]=[CH:6][CH:5]=[CH:4][CH:3]=1.CC(C)([O-])C.[K+]>CO>[CH2:1]([N:8]1[CH2:14][CH:13]([N+:15]([O-:17])=[O:16])[CH2:12][N:11]([CH3:20])[CH2:10][CH2:9]1)[C:2]1[CH:3]=[CH:4][CH:5]=[CH:6][CH:7]=1 |f:1.2|. Reported procedure: To a solution of 1-benzyl-6-hydroxymethyl-4-methyl-6-nitrohexahydro-1H-1,4-diazepine in methanol (800 ml), potassium tert-butoxide (97 g) is added, and the solution is heated at about 40° C. for 30 minutes. The solvent is evaporated under reduced pressure, and the residue is diluted in a solution of hydroxylamine hydrochloride (60 g) in water (500 ml) and extracted with dichloromethane. The organic layer is washed with saturated aqueous sodium chloride solution and dried over magnesium sulfate. ... Starting materials: CCSC1=NC(=O)C(=Cc2ccc3c(cnn3Cc3ccc(Cl)cc3C(F)(F)F)c2)S1, C1CN(C2CNC2)CCO1. Yields the product O=C1N=C(N2CC(N3CCOCC3)C2)SC1=Cc1ccc2c(cnn2Cc2ccc(Cl)cc2C(F)(F)F)c1. Reaction SMILES: [Cl:1][c:2]1[cH:3][c:4]([C:28]([F:29])([F:30])[F:31])[c:5]([CH2:6][n:7]2[n:8][cH:9][c:10]3[cH:11][c:12]([CH:16]=[C:17]4[C:18](=[O:25])[N:19]=[C:20]([S:22][CH2:23][CH3:24])[S:21]4)[cH:13][cH:14][c:15]23)[cH:26][cH:27]1.[NH:32]1[CH2:33][CH:34]([N:36]2[CH2:37][CH2:38][O:39][CH2:40][CH2:41]2)[CH2:35]1>>[Cl:1][c:2]1[cH:3][c:4]([C:28]([F:29])([F:30])[F:31])[c:5]([CH2:6][n:7]2[n:8][cH:9][c:10]3[cH:11][c:12]([CH:16]=[C:17]4[C:18](=[O:25])[N:19]=[C:20]([N:32]5[CH2:33][CH:34]([N:36]6[CH2:37][CH2:38][O:39][CH2:40][CH2:41]6)[CH2:35]5)[S:21]4)[cH:13][cH:14][c:15]23)[cH:26][cH:27]1. Reactants: [BH4-].[Na+] (sodium borohydride), FC(C=1C=C(C=CC1)C(=O)C=O)(F)F (3-trifluoromethylphenyl glyoxal), C(=O)(OC)C1=CC=C(C=C1)CC(N)C (2-(4-carbomethoxyphenyl)-1-methylethanamine), CO (methanol). The solvent is C1=CC=CC=C1 (benzene). Run at time 3 hour. Product: C(=O)(OC)C1=CC=C(C=C1)CC(C)NCC(C1=CC(=CC=C1)C(F)(F)F)O (N-(2-(4-Carbomethoxyphenyl)-1-methylethyl)-2-hydroxy-2-(3-trifluoromethylphenyl) ethanamine). RXN SMILES: [F:1][C:2]([F:14])([F:13])[C:3]1[CH:4]=[C:5]([C:9]([CH:11]=O)=[O:10])[CH:6]=[CH:7][CH:8]=1.[C:15]([C:19]1[CH:24]=[CH:23][C:22]([CH2:25][CH:26]([CH3:28])[NH2:27])=[CH:21][CH:20]=1)([O:17][CH3:18])=[O:16].CO.[BH4-].[Na+]>C1C=CC=CC=1>[C:15]([C:19]1[CH:24]=[CH:23][C:22]([CH2:25][CH:26]([NH:27][CH2:11][CH:9]([OH:10])[C:5]2[CH:6]=[CH:7][CH:8]=[C:3]([C:2]([F:1])([F:13])[F:14])[CH:4]=2)[CH3:28])=[CH:21][CH:20]=1)([O:17][CH3:18])=[O:16] |f:3.4|. Reported procedure: A mixture of 3-trifluoromethylphenyl glyoxal (2.1 g) and 2-(4-carbomethoxyphenyl)-1-methylethanamine (2.0 g) in benzene (150 ml) was refluxed under Dean & Stark conditions for 2 hours. The solvent was replaced with methanol (150 ml), the mixture was cooled in ice and sodium borohydride (4.0 g) was added portionwise. The mixture was stirred at ambient temperature for 3 hours, the solvent was evaporated and the residue was partitioned between water (100 ml) and chloroform (100 ml). The aqueous pha...